This data is from the Open Reaction Database (ORD), a public repository of structured organic reaction records. The task is: describe an organic reaction: reactants, conditions, products, and yield The reactants are Cl.NNC(=O)N (semicarbazide hydrochloride), C(C)(=O)[O-].[Na+] (sodium acetate), C(C(=O)C)(=O)OCC (ethyl pyruvate). Solvent: O (water). Yields the product NNC(=O)N.C(C(=O)C)(=O)OCC (ethyl pyruvate semicarbazide). As a reaction SMILES: Cl.[NH2:2][NH:3][C:4]([NH2:6])=[O:5].C([O-])(=O)C.[Na+].[C:12]([O:17][CH2:18][CH3:19])(=[O:16])[C:13]([CH3:15])=[O:14]>O>[NH2:2][NH:3][C:4]([NH2:6])=[O:5].[C:12]([O:17][CH2:18][CH3:19])(=[O:16])[C:13]([CH3:15])=[O:14] |f:0.1,2.3,6.7|. Procedure details: A stirred solution of semicarbazide hydrochloride (11.1 g) and sodium acetate (8.2 g) in water (250 ml) was treated with ethyl pyruvate (10.9 ml) in one portion. The resulting white precipitate was collected by filtration to yield ethyl pyruvate semicarbazide (16.59 g) as a white powder. LC-MS (Method J): RT=2.38 minutes, 174.31 (M+H)+, 172.32 (M−H)−. The reactants are [BH4-].[Na+] (sodium borohydride), C(C1=CC=CC=C1)OC(=O)NC12CCC(CC1)(CC2)C(=O)O (4-Benzyloxycarbonylaminobicyclo[2,2,2]octane-1-carboxylic acid), C(OCC)(=O)Cl (ethyl chlorocarbonate), CN1CCOCC1 (N-methylmorpholine). Run in CO (methanol), O1CCCC1 (tetrahydrofuran). Run at time 10 minute. Yields the product C(C1=CC=CC=C1)OC(=O)NC12CCC(CC1)(CC2)CO (4-benzyloxycarbonylamino-1-hydroxymethylbicyclo[2,2,2]octane). Isolated yield 95.0%. As a reaction SMILES: [CH2:1]([O:8][C:9]([NH:11][C:12]12[CH2:19][CH2:18][C:15]([C:20](O)=[O:21])([CH2:16][CH2:17]1)[CH2:14][CH2:13]2)=[O:10])[C:2]1[CH:7]=[CH:6][CH:5]=[CH:4][CH:3]=1.CN1CCOCC1.C(Cl)(=O)OCC.[BH4-].[Na+]>O1CCCC1.CO>[CH2:1]([O:8][C:9]([NH:11][C:12]12[CH2:17][CH2:16][C:15]([CH2:20][OH:21])([CH2:18][CH2:19]1)[CH2:14][CH2:13]2)=[O:10])[C:2]1[CH:7]=[CH:6][CH:5]=[CH:4][CH:3]=1 |f:3.4|. Procedure: 4-Benzyloxycarbonylaminobicyclo[2,2,2]octane-1-carboxylic acid (500 mg) was dissolved in tetrahydrofuran (8 mL). While the solution was chilled in a salt/ice bath, N-methylmorpholine (0.18 mL) was added. This was followed by dropwise addition of ethyl chlorocarbonate (0.16 mL) and stirring for 10 minutes. To the reaction mixture, sodium borohydride (187 mg) and then methanol (15 mL) were added and the mixture was stirred below 0° C. for 1 hour. Subsequently, the reaction mixture was concentrated... Starting materials: CCOC(OCC)c1cccc2c1Sc1c(C=O)cccc1N2C, CSCS(C)=O, CC(=O)[O-], CO, COC(=O)Cc1cccc2c1Sc1c(C=O)cccc1N2C, Cl, COC(=O)Cc1cccc2c1Sc1c(C=NO)cccc1N2C, NO, [Na+], C1CCOC1, O. Yields the product Cl, COC(=O)Cc1cccc2c1Sc1c(CN)cccc1N2C. As a reaction SMILES: [CH2:1]([O:2][CH:3]([O:4][CH2:5][CH3:6])[c:7]1[cH:8][cH:9][cH:10][c:11]2[c:12]1[S:13][c:14]1[c:15]([CH:16]=[O:17])[cH:18][cH:19][cH:20][c:21]1[N:22]2[CH3:23])[CH3:24].[CH3:25][S:26][CH2:27][S:28]([CH3:29])=[O:30].[CH3:54][C:55](=[O:56])[O-:57].[CH3:89][OH:90].[CH:31]([c:32]1[cH:33][cH:34][cH:35][c:36]2[c:37]1[S:38][c:39]1[c:40]([CH2:41][C:42]([O:43][CH3:44])=[O:45])[cH:46][cH:47][cH:48][c:49]1[N:50]2[CH3:51])=[O:52].[ClH:58].[N:61]([OH:62])=[CH:63][c:64]1[c:65]2[c:74]([cH:75][cH:76][cH:77]1)[N:73]([CH3:78])[c:72]1[c:67]([c:68]([CH2:79][C:80](=[O:81])[O:82][CH3:83])[cH:69][cH:70][cH:71]1)[S:66]2.[NH2:59][OH:60].[Na+:53].[O:84]1[CH2:85][CH2:86][CH2:87][CH2:88]1.[OH2:91]>>[ClH:58].[NH2:61][CH2:63][c:64]1[c:65]2[c:74]([cH:75][cH:76][cH:77]1)[N:73]([CH3:78])[c:72]1[c:67]([c:68]([CH2:79][C:80](=[O:81])[O:82][CH3:83])[cH:69][cH:70][cH:71]1)[S:66]2.